Dataset: the Open Reaction Database (ORD), a public repository of structured organic reaction records. Task: describe an organic reaction: reactants, conditions, products, and yield Reactants: CCCCCCCCc1ccc(C2CCC(CCP(=O)(OCC)OCC)(NC(=O)OC(C)(C)C)C2)cc1, CCCCCCC, ClCCl, O=C(O)C(F)(F)F. Product: CCCCCCCCc1ccc(C2CCC(N)(CCP(=O)(OCC)OCC)C2)cc1. Reaction SMILES: [CH2:1]([CH3:2])[O:3][P:4](=[O:5])([O:6][CH2:7][CH3:8])[CH2:9][CH2:10][C:11]1([NH:30][C:31](=[O:32])[O:33][C:34]([CH3:35])([CH3:36])[CH3:37])[CH2:12][CH:13]([c:16]2[cH:17][cH:18][c:19]([CH2:22][CH2:23][CH2:24][CH2:25][CH2:26][CH2:27][CH2:28][CH3:29])[cH:20][cH:21]2)[CH2:14][CH2:15]1.[CH3:45][CH2:46][CH2:47][CH2:48][CH2:49][CH2:50][CH3:51].[Cl:52][CH2:53][Cl:54].[F:38][C:39]([F:40])([F:41])[C:42]([OH:43])=[O:44]>>[CH2:1]([CH3:2])[O:3][P:4](=[O:5])([O:6][CH2:7][CH3:8])[CH2:9][CH2:10][C:11]1([NH2:30])[CH2:12][CH:13]([c:16]2[cH:17][cH:18][c:19]([CH2:22][CH2:23][CH2:24][CH2:25][CH2:26][CH2:27][CH2:28][CH3:29])[cH:20][cH:21]2)[CH2:14][CH2:15]1. Yields the product COc1ccccc1OCC(O)COS(=O)(=O)c1ccc(C)cc1. RXN SMILES: [CH3:1][O:2][c:3]1[c:4]([O:5][CH2:6][CH:7]([CH2:8][OH:9])[OH:10])[cH:11][cH:12][cH:13][cH:14]1.[c:15]1([CH3:25])[cH:16][cH:17][c:18]([S:21](=[O:22])(=[O:23])[Cl:24])[cH:19][cH:20]1.[cH:26]1[cH:27][cH:28][n:29][cH:30][cH:31]1.[cH:32]1[cH:33][cH:34][cH:35][cH:36][cH:37]1>>[CH3:1][O:2][c:3]1[c:4]([O:5][CH2:6][CH:7]([CH2:8][O:9][S:21]([c:18]2[cH:17][cH:16][c:15]([CH3:25])[cH:20][cH:19]2)(=[O:22])=[O:23])[OH:10])[cH:11][cH:12][cH:13][cH:14]1. Starting materials: COc1ccccc1OCC(O)CO, Cc1ccc(S(=O)(=O)Cl)cc1, c1ccncc1, c1ccccc1. Reactants: C1CCOC1, CS(=O)(=O)O, CN(C)c1ccncc1, CCN(C(C)C)C(C)C, CC(C)Oc1cc(Nc2nc(NC(CO)c3ccc(F)cc3)c(CN)cc2F)n[nH]1. The product is CC(C)Oc1cc(Nc2nc(NC(CO)c3ccc(F)cc3)c(CNS(C)(=O)=O)cc2F)n[nH]1. RXN SMILES: [CH2:54]1[O:55][CH2:56][CH2:57][CH2:58]1.[CH3:31][S:32]([OH:33])(=[O:34])=[O:35].[CH3:45][N:46]([c:47]1[cH:48][cH:49][n:50][cH:51][cH:52]1)[CH3:53].[CH:36]([N:37]([CH2:38][CH3:39])[CH:40]([CH3:41])[CH3:42])([CH3:43])[CH3:44].[NH2:1][CH2:2][c:3]1[c:4]([NH:20][CH:21]([CH2:22][OH:23])[c:24]2[cH:25][cH:26][c:27]([F:30])[cH:28][cH:29]2)[n:5][c:6]([NH:10][c:11]2[n:12][nH:13][c:14]([O:16][CH:17]([CH3:18])[CH3:19])[cH:15]2)[c:7]([F:9])[cH:8]1>>[NH:1]([CH2:2][c:3]1[c:4]([NH:20][CH:21]([CH2:22][OH:23])[c:24]2[cH:25][cH:26][c:27]([F:30])[cH:28][cH:29]2)[n:5][c:6]([NH:10][c:11]2[n:12][nH:13][c:14]([O:16][CH:17]([CH3:18])[CH3:19])[cH:15]2)[c:7]([F:9])[cH:8]1)[S:32]([CH3:31])(=[O:33])=[O:34]. Reactants: anhydride, Cl (HCl), ClC(=O)OCC(C)C (isobutyl chloroformate), CN1CCOCC1 (N-methylmorpholine), N([C@@H](CC(OCC1=CC=CC=C1)=O)C(=O)O)C(=O)OC(C)(C)C (Boc-Asp(OBzl)), CN1CCOCC1 (N-methylmorpholine), N1[C@H](C(=O)N[C@@H](CC2=CC=CC=C2)C(=O)N)CCC1 (Pro-Phe-NH2). Solvent: C(C)(=O)OCC (ethyl acetate), CC(=O)N(C)C (dimethylacetamide). Run at time 2 hour. Product: N([C@@H](CC(OCC1=CC=CC=C1)=O)C(=O)N1[C@H](C(=O)N[C@@H](CC2=CC=CC=C2)C(=O)N)CCC1)C(=O)OC(C)(C)C (Boc-Asp(OBzl)-Pro-Phe-NH2). RXN SMILES: [NH:1]([C:17]([O:19][C:20]([CH3:23])([CH3:22])[CH3:21])=[O:18])[C@H:2]([C:14]([OH:16])=O)[CH2:3][C:4](=[O:13])[O:5][CH2:6][C:7]1[CH:12]=[CH:11][CH:10]=[CH:9][CH:8]=1.CN1CCOCC1.ClC(OCC(C)C)=O.Cl.[NH:40]1[CH2:58][CH2:57][CH2:56][C@H:41]1[C:42]([NH:44][C@H:45]([C:53]([NH2:55])=[O:54])[CH2:46][C:47]1[CH:52]=[CH:51][CH:50]=[CH:49][CH:48]=1)=[O:43]>C(OCC)(=O)C.CC(N(C)C)=O>[NH:1]([C:17]([O:19][C:20]([CH3:23])([CH3:22])[CH3:21])=[O:18])[C@H:2]([C:14]([N:40]1[CH2:58][CH2:57][CH2:56][C@H:41]1[C:42]([NH:44][C@H:45]([C:53]([NH2:55])=[O:54])[CH2:46][C:47]1[CH:52]=[CH:51][CH:50]=[CH:49][CH:48]=1)=[O:43])=[O:16])[CH2:3][C:4](=[O:13])[O:5][CH2:6][C:7]1[CH:8]=[CH:9][CH:10]=[CH:11][CH:12]=1. Reported procedure: The mixed anhydride prepared by reacting Boc-Asp(OBzl) (5.82 g, 18 mmoles), N-methylmorpholine (1.98 mL, 18 mmoles) and isobutyl chloroformate (2.34 mL, 18 mmoles) in ethyl acetate (200 mL) at -15° C., was treated with the solution of HCl.Pro-Phe-NH2 (obtained above) and N-methylmorpholine (1.98 mL, 18 mmoles) in dimethylacetamide (40 mL). The reaction was allowed to proceed for 30 minutes at -15° C. and 2 hours at room temperature. The product was worked up as described earlier and reprecipitat...